From a dataset of the Open Reaction Database (ORD), a public repository of structured organic reaction records. describe an organic reaction: reactants, conditions, products, and yield Reactants: CS(=O)(=O)c1ccc(-c2cn(-c3ccc([N+](=O)[O-])cc3)c(Cc3ccc(Br)cc3)n2)cc1, COC(=O)CBr. Product: COC(=O)CNc1ccc(-n2cc(-c3ccc(S(C)(=O)=O)cc3)nc2Cc2ccc(Br)cc2)cc1. As a reaction SMILES: [Br:1][c:2]1[cH:3][cH:4][c:5]([CH2:6][c:7]2[n:8](-[c:22]3[cH:23][cH:24][c:25]([N+:28]([O-:29])=[O:30])[cH:26][cH:27]3)[cH:9][c:10](-[c:12]3[cH:13][cH:14][c:15]([S:18](=[O:19])(=[O:20])[CH3:21])[cH:16][cH:17]3)[n:11]2)[cH:31][cH:32]1.[Br:33][CH2:34][C:35](=[O:36])[O:37][CH3:38]>>[Br:1][c:2]1[cH:3][cH:4][c:5]([CH2:6][c:7]2[n:8](-[c:22]3[cH:23][cH:24][c:25]([NH:28][CH2:34][C:35](=[O:36])[O:37][CH3:38])[cH:26][cH:27]3)[cH:9][c:10](-[c:12]3[cH:13][cH:14][c:15]([S:18](=[O:19])(=[O:20])[CH3:21])[cH:16][cH:17]3)[n:11]2)[cH:31][cH:32]1. Yields the product CC(CC(=O)O)(C)C1=CC=C(C=C1)C(NC1=NC=2N(C(=C1)C1=CC=CC=C1)N=C(C2)C)=O (3-methyl-3-(4-(2-methyl-7-phenylpyrazolo[1,5-a]pyrimidin-5-ylcarbamoyl)phenyl)butanoic acid). The yield is 34.0%. Reaction SMILES: [CH3:1][C:2]([C:9]1[CH:14]=[CH:13][C:12]([C:15](=[O:33])[NH:16][C:17]2[CH:22]=[C:21]([C:23]3[CH:28]=[CH:27][CH:26]=[CH:25][CH:24]=3)[N:20]3[N:29]=[C:30]([CH3:32])[CH:31]=[C:19]3[N:18]=2)=[CH:11][CH:10]=1)([CH3:8])[CH2:3][C:4]([O:6]C)=[O:5].[OH-].[Li+]>CO>[CH3:8][C:2]([C:9]1[CH:10]=[CH:11][C:12]([C:15](=[O:33])[NH:16][C:17]2[CH:22]=[C:21]([C:23]3[CH:24]=[CH:25][CH:26]=[CH:27][CH:28]=3)[N:20]3[N:29]=[C:30]([CH3:32])[CH:31]=[C:19]3[N:18]=2)=[CH:13][CH:14]=1)([CH3:1])[CH2:3][C:4]([OH:6])=[O:5] |f:1.2|. Reactants: CC(CC(=O)OC)(C)C1=CC=C(C=C1)C(NC1=NC=2N(C(=C1)C1=CC=CC=C1)N=C(C2)C)=O (methyl 3-methyl-3-(4-(2-methyl-7-phenylpyrazolo[1,5-a]pyrimidin-5-ylcarbamoyl)phenyl)butanoate), [OH-].[Li+] (lithium hydroxide). Procedure details: In a 50 ml pear flask was added methyl 3-methyl-3-(4-(2-methyl-7-phenylpyrazolo[1,5-a]pyrimidin-5-ylcarbamoyl)phenyl)butanoate (30 mg, 0.068 mmol) in methanol (2 ml) to give a tan solution. To this mixture at room temperature, lithium hydroxide (2N solution) (2 ml, 4.0 mmol) was added. The reaction progress was carefully monitored by HPLC because hydrolysis was a significant competing side reaction. After 2.5 h, most of the starting material has been consumed. The reaction mixture was acidified ... Run in CO (methanol). Run at time 2.5 hour. Reactants: FC1=C(C=C(C=C1)CC#N)OC ((4-fluoro-3-methoxyphenyl)-acetonitrile), CI (methyl iodide), CN(C=O)C (dimethylformamide), [H-].[Na+] (sodium hydride). Conditions: time 8 hour. The product is FC1=C(C=C(C=C1)C(C#N)(C)C)OC (2-(4-Fluoro-3-methoxyphenyl)-2-methylpropionitrile). RXN SMILES: [F:1][C:2]1[CH:7]=[CH:6][C:5]([CH2:8][C:9]#N)=[CH:4][C:3]=1[O:11][CH3:12].[CH3:13]I.[H-].[Na+].C[N:18]([CH3:21])C=O>>[F:1][C:2]1[CH:7]=[CH:6][C:5]([C:8]([CH3:13])([CH3:9])[C:21]#[N:18])=[CH:4][C:3]=1[O:11][CH3:12] |f:2.3|. Reported procedure: 16.67 g (100.93 mmol) of (4-fluoro-3-methoxyphenyl)-acetonitrile is introduced into 158 ml of dimethylformamide with 30.1 g (211.96 mmol) of methyl iodide. At 0° C., 8.50 g (211.96 mmol) of a 55-60% sodium hydride suspension is added in portions. After stirring overnight at room temperature, the reaction mixture is poured onto ice water and then extracted three times with methyl tert-butyl ether. The combined organic extracts are washed with water and with brine. After the solvent is dried and s... The reactants are C([O-])([O-])=O.[K+].[K+] (potassium carbonate), C1(=CC=CC=C1)S(=O)(=O)Cl (benzenesulfonyl chloride), CN(C1CN(CC1)C1=CC=C(C=C1)NC(=O)C1CCNCC1)C (Piperidine-4-carboxylic acid [4-(3-dimethylaminopyrrolidin-1-yl)phenyl]amide). Run in CN1C(CCC1)=O (N-methylpyrrolidone). Conditions: time 12 hour. Yields the product CN(C1CN(CC1)C1=CC=C(C=C1)NC(=O)C1CCN(CC1)S(=O)(=O)C1=CC=CC=C1)C (1-Benzenesulfonylpiperidine-4-carboxylic acid [4-(3-dimethylaminopyrrolidin-1-yl)-phenyl]amide). As a reaction SMILES: [CH3:1][N:2]([CH3:23])[CH:3]1[CH2:7][CH2:6][N:5]([C:8]2[CH:13]=[CH:12][C:11]([NH:14][C:15]([CH:17]3[CH2:22][CH2:21][NH:20][CH2:19][CH2:18]3)=[O:16])=[CH:10][CH:9]=2)[CH2:4]1.C(=O)([O-])[O-].[K+].[K+].[C:30]1([S:36](Cl)(=[O:38])=[O:37])[CH:35]=[CH:34][CH:33]=[CH:32][CH:31]=1>CN1CCCC1=O>[CH3:1][N:2]([CH3:23])[CH:3]1[CH2:7][CH2:6][N:5]([C:8]2[CH:9]=[CH:10][C:11]([NH:14][C:15]([CH:17]3[CH2:22][CH2:21][N:20]([S:36]([C:30]4[CH:35]=[CH:34][CH:33]=[CH:32][CH:31]=4)(=[O:38])=[O:37])[CH2:19][CH2:18]3)=[O:16])=[CH:12][CH:13]=2)[CH2:4]1 |f:1.2.3|. Procedure: Piperidine-4-carboxylic acid [4-(3-dimethylaminopyrrolidin-1-yl)phenyl]amide (70 mg) dissolved in N-methylpyrrolidone (2 ml) was mixed with potassium carbonate (45 mg) and benzenesulfonyl chloride (35 mg). After 12 hours, the mixture was filtered and the filtrate was purified by preparative HPLC. This resulted in the product with the molecular weight of 456.61 (C24H32N4O3S); MS (ESI): 457 (M+H+). The reactants are O=c1[nH]ccn1-c1ccc(OC(F)(F)F)cc1, CC(O)C1(c2ccc(F)cc2F)CO1, CC(n1ccn(-c2ccc(OC(F)(F)F)cc2)c1=O)C1(c2ccc(F)cc2F)CO1. Yields the product CC(Oc1nccn1-c1ccc(OC(F)(F)F)cc1)C1(c2ccc(F)cc2F)CO1. As a reaction SMILES: [F:15][C:16]([O:17][c:18]1[cH:19][cH:20][c:21](-[n:24]2[c:25](=[O:29])[nH:26][cH:27][cH:28]2)[cH:22][cH:23]1)([F:30])[F:31].[F:1][c:2]1[c:3]([C:9]2([CH:12]([CH3:13])[OH:14])[O:10][CH2:11]2)[cH:4][cH:5][c:6]([F:8])[cH:7]1.[F:32][c:33]1[cH:34][c:35]([F:36])[cH:37][cH:38][c:39]1[C:40]1([CH:43]([n:44]2[cH:45][cH:46][n:47](-[c:48]3[cH:49][cH:50][c:51]([O:52][C:53]([F:54])([F:55])[F:56])[cH:57][cH:58]3)[c:59]2=[O:60])[CH3:61])[O:41][CH2:42]1>>[F:1][c:2]1[c:3]([C:9]2([CH:12]([CH3:13])[O:14][c:25]3[n:24](-[c:21]4[cH:20][cH:19][c:18]([O:17][C:16]([F:15])([F:30])[F:31])[cH:23][cH:22]4)[cH:28][cH:27][n:26]3)[O:10][CH2:11]2)[cH:4][cH:5][c:6]([F:8])[cH:7]1. Starting materials: ClCCl, CCN=C=NCCCN(C)C, Cc1cccc(C(=O)O)n1, CN(C)c1ccncc1, Cl, NC1CC(n2cnc(NC(=O)Cc3cccc4ccccc34)c2)C1, [Na+], [OH-], O. Yields the product Cc1cccc(C(=O)NC2CC(n3cnc(NC(=O)Cc4cccc5ccccc45)c3)C2)n1. RXN SMILES: [CH2:49]([Cl:50])[Cl:51].[CH3:12][N:13]([CH3:14])[CH2:15][CH2:16][CH2:17][N:18]=[C:19]=[N:20][CH2:21][CH3:22].[CH3:1][c:2]1[cH:3][cH:4][cH:5][c:6]([C:8](=[O:9])[OH:10])[n:7]1.[CH3:52][N:53]([c:54]1[cH:55][cH:56][n:57][cH:58][cH:59]1)[CH3:60].[ClH:11].[NH2:23][CH:24]1[CH2:25][CH:26]([n:28]2[cH:29][n:30][c:31]([NH:33][C:34]([CH2:35][c:36]3[cH:37][cH:38][cH:39][c:40]4[cH:41][cH:42][cH:43][cH:44][c:45]34)=[O:46])[cH:32]2)[CH2:27]1.[Na+:48].[OH-:47].[OH2:61]>>[CH3:1][c:2]1[cH:3][cH:4][cH:5][c:6]([C:8](=[O:10])[NH:23][CH:24]2[CH2:25][CH:26]([n:28]3[cH:29][n:30][c:31]([NH:33][C:34]([CH2:35][c:36]4[cH:37][cH:38][cH:39][c:40]5[cH:41][cH:42][cH:43][cH:44][c:45]45)=[O:46])[cH:32]3)[CH2:27]2)[n:7]1. Reactants: BrCC1CCC(C=C(Br)Br)CC1, CCOCC, [Li]C, Cl, C1CCOC1. Yields the product C#CC1CCC(CBr)CC1. RXN SMILES: [Br:1][CH2:2][CH:3]1[CH2:4][CH2:5][CH:6]([CH:9]=[C:10]([Br:11])[Br:12])[CH2:7][CH2:8]1.[CH2:13]([O:14][CH2:15][CH3:16])[CH3:17].[CH3:18][Li:19].[ClH:20].[O:21]1[CH2:22][CH2:23][CH2:24][CH2:25]1>>[Br:1][CH2:2][CH:3]1[CH2:4][CH2:5][CH:6]([C:9]#[CH:10])[CH2:7][CH2:8]1.